From a dataset of the Open Reaction Database (ORD), a public repository of structured organic reaction records. describe an organic reaction: reactants, conditions, products, and yield Reactants: ClC1=C(C=CC=C1)NC(NC=1C=CC(=NC1)C1=CC=C2CN(C(C2=C1)=O)[C@H](C(=O)O)C(C)C)=O ((S)-2-(6-(5-(3-(2-Chlorophenyl)ureido)pyridin-2-yl)-1-oxoisoindolin-2-yl)-3-methylbutanoic acid), FC=1C=C(C=CC1F)NC(NC=1C=CC(=NC1)C1=CC=C2CN(C(C2=C1)=O)[C@H](C(=O)OC)C(C)C)=O ((S)-Methyl 2-(6-(5-(3-(3,4-difluorophenyl)ureido)pyridin-2-yl)-1-oxoisoindolin-2-yl)-3-methylbutanoate). The product is FC=1C=C(C=CC1F)NC(NC=1C=CC(=NC1)C1=CC=C2CN(C(C2=C1)=O)[C@H](C(=O)O)C(C)C)=O ((S)-2-(6-(5-(3-(3,4-Difluorophenyl)ureido)pyridin-2-yl)-1-oxoisoindolin-2-yl)-3-methylbutanoic acid). Isolated yield 86.0%. As a reaction SMILES: ClC1C=CC=CC=1NC(=O)NC1C=CC(C2C=C3C(CN([C@@H](C(C)C)C(O)=O)C3=O)=CC=2)=NC=1.[F:35][C:36]1[CH:37]=[C:38]([NH:43][C:44](=[O:70])[NH:45][C:46]2[CH:47]=[CH:48][C:49]([C:52]3[CH:60]=[C:59]4[C:55]([CH2:56][N:57]([C@@H:62]([CH:67]([CH3:69])[CH3:68])[C:63]([O:65]C)=[O:64])[C:58]4=[O:61])=[CH:54][CH:53]=3)=[N:50][CH:51]=2)[CH:39]=[CH:40][C:41]=1[F:42]>>[F:35][C:36]1[CH:37]=[C:38]([NH:43][C:44](=[O:70])[NH:45][C:46]2[CH:47]=[CH:48][C:49]([C:52]3[CH:60]=[C:59]4[C:55]([CH2:56][N:57]([C@@H:62]([CH:67]([CH3:68])[CH3:69])[C:63]([OH:65])=[O:64])[C:58]4=[O:61])=[CH:54][CH:53]=3)=[N:50][CH:51]=2)[CH:39]=[CH:40][C:41]=1[F:42]. Procedure details: The compound of example 400 was prepared analogous to the compound of example 394 by hydrolysis of the compound of example 399. The reactants are COC=1N=NC(=CC1)S(=O)(=O)C=1SC2=C(C1C)C=C(C=C2)Cl (3-methoxy-6(5-chloro-3-methyl-benzothiophene-2-sulfonyl)-pyridazine), Cl (HCl). The solvent is O1CCOCC1 (dioxane). Reaction conditions: temperature 100 celsius. Product: ClC=1C=CC2=C(C(=C(S2)S(=O)(=O)C=2C=CC(NN2)=O)C)C1 (6-(5-Chloro-3-methyl-benzothiophene-2-sulfonyl)-2H-pyridazin-3-one). RXN SMILES: C[O:2][C:3]1[N:4]=[N:5][C:6]([S:9]([C:12]2[S:13][C:14]3[CH:21]=[CH:20][C:19]([Cl:22])=[CH:18][C:15]=3[C:16]=2[CH3:17])(=[O:11])=[O:10])=[CH:7][CH:8]=1.Cl>O1CCOCC1>[Cl:22][C:19]1[CH:20]=[CH:21][C:14]2[S:13][C:12]([S:9]([C:6]3[CH:7]=[CH:8][C:3](=[O:2])[NH:4][N:5]=3)(=[O:11])=[O:10])=[C:16]([CH3:17])[C:15]=2[CH:18]=1. Procedure: A mixture of 3-methoxy-6(5-chloro-3-methyl-benzothiophene-2-sulfonyl)-pyridazine, (0.55 mmol, 197 mg), conc. HCl (1 mL), and dioxane (3 mL) was heated at 100° C. for 2 hours. The reaction mixture was cooled and evaporated to dryness. Water (10 mL) was added to the residue and the resulting yellow precipitate, 6-(5-chloro-3-methyl-benzothiophene-2-sulfonyl)-2H-pyridazin-3-one, was collected (29%, 55 mg); mp 258° C.-259° C. The reactants are CC(=O)OC(C)=O, ClCCl, Clc1ccc(-c2ccc(C#Cc3ccc(NCCN4CCCC4)nc3)nc2)cc1. Yields the product CC(=O)N(CCN1CCCC1)c1ccc(C#Cc2ccc(-c3ccc(Cl)cc3)cn2)cn1. RXN SMILES: [CH3:1][C:2]([O:3][C:5]([CH3:6])=[O:7])=[O:4].[Cl:37][CH2:38][Cl:39].[Cl:8][c:9]1[cH:10][cH:11][c:12](-[c:15]2[cH:16][cH:17][c:18]([C:21]#[C:22][c:23]3[cH:24][cH:25][c:26]([NH:29][CH2:30][CH2:31][N:32]4[CH2:33][CH2:34][CH2:35][CH2:36]4)[n:27][cH:28]3)[n:19][cH:20]2)[cH:13][cH:14]1>>[C:5]([CH3:6])(=[O:7])[N:29]([c:26]1[cH:25][cH:24][c:23]([C:22]#[C:21][c:18]2[cH:17][cH:16][c:15](-[c:12]3[cH:11][cH:10][c:9]([Cl:8])[cH:14][cH:13]3)[cH:20][n:19]2)[cH:28][n:27]1)[CH2:30][CH2:31][N:32]1[CH2:33][CH2:34][CH2:35][CH2:36]1. The yield is 62.3%. Procedure details: A solution of (1S,3R)-3-(dibenzylamino)-1-methylcyclohexanol (5.0 g, 16.16 mmol) in ethanol (150 mL) was treated with palladium hydroxide on carbon and stirred under a balloon filled with hydrogen gas overnight. Upon completion of the reaction as indicated by LCMS the reaction mixture was filtered through a pad of celite and the filtrate concentrated to yield (1R,3R)-3-amino-1-methylcyclohexanol (1.3 g, 62%) as a thick yellow oil. 1H NMR (400 MHz, DMSO-d6) δ ppm 2.87 (br. s., 1H), 1.64-1.74 (m, ... The solvent is C(C)O (ethanol). Product: N[C@H]1C[C@@](CCC1)(O)C ((1R,3R)-3-amino-1-methylcyclohexanol). Reaction SMILES: C([N:8](CC1C=CC=CC=1)[C@@H:9]1[CH2:14][CH2:13][CH2:12][C@:11]([CH3:16])([OH:15])[CH2:10]1)C1C=CC=CC=1.[H][H]>C(O)C.[OH-].[OH-].[Pd+2]>[NH2:8][C@@H:9]1[CH2:14][CH2:13][CH2:12][C@@:11]([CH3:16])([OH:15])[CH2:10]1 |f:3.4.5|. Reagents/catalysts: [OH-].[OH-].[Pd+2] (palladium hydroxide on carbon). Starting materials: C(C1=CC=CC=C1)N([C@H]1C[C@](CCC1)(O)C)CC1=CC=CC=C1 ((1S,3R)-3-(dibenzylamino)-1-methylcyclohexanol), [H][H] (hydrogen). Reactants: COC(=O)c1ccc(C)c(Br)c1, ClC(Cl)(Cl)Cl, ClCCl, CC(C)(C#N)N=NC(C)(C)C#N, O=C1CCC(=O)N1Br, O. Yields the product COC(=O)c1ccc(CBr)c(Br)c1. RXN SMILES: [Br:1][c:2]1[cH:3][c:4]([C:5](=[O:6])[O:7][CH3:8])[cH:9][cH:10][c:11]1[CH3:12].[C:13]([Cl:14])([Cl:15])([Cl:16])[Cl:17].[Cl:38][CH2:39][Cl:40].[N:26]#[C:27][C:28]([N:29]=[N:30][C:31]([C:32]#[N:33])([CH3:34])[CH3:35])([CH3:36])[CH3:37].[O:18]=[C:19]1[N:20]([Br:25])[C:21](=[O:22])[CH2:23][CH2:24]1.[OH2:41]>>[Br:1][c:2]1[cH:3][c:4]([C:5](=[O:6])[O:7][CH3:8])[cH:9][cH:10][c:11]1[CH2:12][Br:25]. Reactants: ClC1=CC=C(C=C1)I (1-chloro-4-iodo-benzene), COC(C1=CN=C(C=C1)CN(C(C#CC1=CC=CC=C1)=O)C1=CC=CC=C1)=O (6-{[phenyl-(3-phenyl-propynoyl)-amino]-methyl}-nicotinic acid methyl ester). Product: COC(C1=CN=C(C=C1)CN1C(/C(/C2=CC=CC=C12)=C(\C1=CC=CC=C1)/C1=CC=C(C=C1)Cl)=O)=O (6-{3-[1-(4-Chloro-phenyl)-1-phenyl-meth-(E)-ylidene]-2-oxo-2,3-dihydro-indol-1-ylmethyl}-nicotinic acid methyl ester). As a reaction SMILES: [Cl:1][C:2]1[CH:7]=[CH:6][C:5](I)=[CH:4][CH:3]=1.[CH3:9][O:10][C:11](=[O:36])[C:12]1[CH:17]=[CH:16][C:15]([CH2:18][N:19]([C:30]2[CH:35]=[CH:34][CH:33]=[CH:32][CH:31]=2)[C:20](=[O:29])[C:21]#[C:22][C:23]2[CH:28]=[CH:27][CH:26]=[CH:25][CH:24]=2)=[N:14][CH:13]=1>>[CH3:9][O:10][C:11](=[O:36])[C:12]1[CH:17]=[CH:16][C:15]([CH2:18][N:19]2[C:30]3[C:35](=[CH:34][CH:33]=[CH:32][CH:31]=3)/[C:21](=[C:22](\[C:5]3[CH:6]=[CH:7][C:2]([Cl:1])=[CH:3][CH:4]=3)/[C:23]3[CH:24]=[CH:25][CH:26]=[CH:27][CH:28]=3)/[C:20]2=[O:29])=[N:14][CH:13]=1. Procedure details: The title compound was prepared in analogy to Example 5 starting from 1-chloro-4-iodo-benzene (commercially available) and 6-{[phenyl-(3-phenyl-propynoyl)-amino]-methyl}-nicotinic acid methyl ester. 1H NMR (300 Hz, CDCl3): δppm 3.93 (s, 3H), 5.10 (s, 2H), 6.54 (d, 1H), 6.57-6.75 (m, 2H), 7.08 (t, 1H), 7.28-7.44 (m, 10H), 8.20 (d, 1H), 9.16 (s, 1H).